This data is from the Open Reaction Database (ORD), a public repository of structured organic reaction records. The task is: describe an organic reaction: reactants, conditions, products, and yield Reactants: C(C(=O)Cl)(=O)Cl (oxalyl chloride), CN(C)CCCCCC(=O)O (6-(N,N-Dimethylamino)hexanoic acid), C(=O)=O (CO2). Conditions: temperature 40 celsius, time 2 hour. Product: Cl.CN(C)CCCCCC(=O)Cl (6-(N,N-Dimethylamino)hexanoyl chloride hydrochloride). As a reaction SMILES: [C:1](Cl)(=O)[C:2]([Cl:4])=[O:3].[CH3:7][N:8]([CH2:10][CH2:11][CH2:12][CH2:13]CC(O)=O)[CH3:9].C(=O)=O>>[ClH:4].[CH3:7][N:8]([CH2:10][CH2:11][CH2:12][CH2:13][CH2:1][C:2]([Cl:4])=[O:3])[CH3:9] |f:3.4|. Reported procedure: Into a 500 ml three-necked round-bottomed flask equipped with a reflux condenser, internal thermometer, mechanical stirrer, and argon inlet, is placed oxalyl chloride (398.67 g, 3.14 mol). Acid 2 (100 g, 0.63 mol) is added over 30 min while maintaining the reaction temperature at 40° C. As reaction takes place, CO2 and CO are swept away from the mixture with argon. After addition is complete, the mixture is stirred for 2 h while the reaction flask cools to room temperature. Excess oxalyl chlorid... The solvent is C1CCOC1 (THF), O (water), O (water), O (water). As a reaction SMILES: C(OC(=O)C[C@@H](C([N:16]1[C@@H:20]([CH:21]([CH3:23])[CH3:22])[CH2:19][O:18][C:17]1=[O:24])=O)CCCCC)(C)(C)C.OO.O[Li].O.[O-]S([O-])=O.[Na+].[Na+]>C1COCC1.O>[CH:21]([C@H:20]1[CH2:19][O:18][C:17](=[O:24])[NH:16]1)([CH3:23])[CH3:22] |f:2.3,4.5.6|. Yields the product C(C)(C)[C@@H]1NC(OC1)=O (4-(S)-isopropyl-oxazolidin-2-one). Procedure: A solution of 5 (25.5 g, 71.73 mmol) in THF (300 mL) and water (75 mL) under Ar is cooled to 0° C. To this is added via syringe H2O2 (30% in water, 30.6 mL, 0.300 mol) gradually over a period of 15 minutes. LiOH·H2O (4.92 g, 0.12 mol) in water (150 mL) is added via syringe. The mixture is stirred for 3 h after which the septum is removed and Na2SO3 (37.8 g, 0.300 mol) in water (225 mL) is added slowly. The bulk of the THF is removed by rotavap at a bath temperature between 25-30° C. The residue ... Starting materials: C(C)(C)(C)OC(C[C@H](CCCCC)C(=O)N1C(OC[C@@H]1C(C)C)=O)=O (3-(S)-(4-(S)-isopropyl-2-oxo-oxazolidine-3-carbonyl)-octanoic Acid Tert-Butyl Ester), O[Li].O (LiOH·H2O), [O-]S(=O)[O-].[Na+].[Na+] (Na2SO3), OO (H2O2). Run at time 3 hour. The reactants are COC(=O)Cc1cccc(NC(=O)c2ccc(Br)o2)c1, OB(O)c1cccc(OC(F)(F)F)c1. Product: COC(=O)Cc1cccc(NC(=O)c2ccc(-c3cccc(OC(F)(F)F)c3)o2)c1. RXN SMILES: [CH3:1][O:2][C:3]([CH2:4][c:5]1[cH:6][c:7]([NH:11][C:12](=[O:13])[c:14]2[o:15][c:16]([Br:19])[cH:17][cH:18]2)[cH:8][cH:9][cH:10]1)=[O:20].[F:21][C:22]([O:23][c:24]1[cH:25][c:26]([B:30]([OH:31])[OH:32])[cH:27][cH:28][cH:29]1)([F:33])[F:34]>>[CH3:1][O:2][C:3]([CH2:4][c:5]1[cH:6][c:7]([NH:11][C:12](=[O:13])[c:14]2[o:15][c:16](-[c:26]3[cH:25][c:24]([O:23][C:22]([F:21])([F:33])[F:34])[cH:29][cH:28][cH:27]3)[cH:17][cH:18]2)[cH:8][cH:9][cH:10]1)=[O:20]. Reactants: ICCCCCCCCCCC(=O)O (11-iodoundecanoic acid), ON1C(CCC1=O)=O (N-hydroxysuccinimide), C1CCC(CC1)N=C=NC2CCCCC2 (DCC), NCCCCCCCCCCCC(=O)O (12-aminododecanoic acid). Run in CO (methanol). Product: O=C(CCCCCCCCCCI)NCCCCCCCCCCCC(=O)O (N-(1-Oxo-11-iodoundecyl)-12-aminododecanoic acid). Yield: 82.1%. Reaction SMILES: [I:1][CH2:2][CH2:3][CH2:4][CH2:5][CH2:6][CH2:7][CH2:8][CH2:9][CH2:10][CH2:11][C:12](O)=[O:13].ON1C(=O)CCC1=O.C1CCC(N=C=NC2CCCCC2)CC1.[NH2:38][CH2:39][CH2:40][CH2:41][CH2:42][CH2:43][CH2:44][CH2:45][CH2:46][CH2:47][CH2:48][CH2:49][C:50]([OH:52])=[O:51]>CO>[O:13]=[C:12]([NH:38][CH2:39][CH2:40][CH2:41][CH2:42][CH2:43][CH2:44][CH2:45][CH2:46][CH2:47][CH2:48][CH2:49][C:50]([OH:52])=[O:51])[CH2:11][CH2:10][CH2:9][CH2:8][CH2:7][CH2:6][CH2:5][CH2:4][CH2:3][CH2:2][I:1]. Procedure: Similar to example 2, reaction of 07.90 g (25.3 mmol) 11-iodoundecanoic acid with 2.90 g (25.3 mmol) N-hydroxysuccinimide and 5.22 g (25.3 mmol) DCC gave 10.0 g (96%) of the succiminidylester, which was reacted with 5.40 g (25.1 mmol) 12-aminododecanoic acid to yield 10.5 g (84%) of colourless crystals, m.p. 107°-110° C. (methanol). Reactants: C(CCC)C=1N(C(=CN1)\C=C\1/N(C(N(C1=O)CCCC)=O)CCCC)CC1=CC=C(C(=O)OC(C)(C)C)C=C1 (1,1-dimethylethyl Z-4-[[2-butyl-5-[(1,3-dibutyl-2,5-dioxo-4-imidazolidinylidene)methyl]-1H-imidazol-1-yl]methyl]benzoate). Solvent: C(Cl)Cl (methylene chloride), FC(C(=O)O)(F)F (trifluoroacetic acid). Conditions: time 3 hour. Product: C(CCC)C=1N(C(=CN1)\C=C\1/N(C(N(C1=O)CCCC)=O)CCCC)CC1=CC=C(C(=O)O)C=C1 (Z-4-[[2-butyl-5-[(1,3-dibutyl-2,5-dioxo-4-imidazolidinylidene)methyl]-1H-imidazol-1-yl]methyl]benzoic acid). Reaction SMILES: [CH2:1]([C:5]1[N:6]([CH2:26][C:27]2[CH:39]=[CH:38][C:30]([C:31]([O:33]C(C)(C)C)=[O:32])=[CH:29][CH:28]=2)[C:7](/[CH:10]=[C:11]2\[N:12]([CH2:22][CH2:23][CH2:24][CH3:25])[C:13](=[O:21])[N:14]([CH2:17][CH2:18][CH2:19][CH3:20])[C:15]\2=[O:16])=[CH:8][N:9]=1)[CH2:2][CH2:3][CH3:4]>C(Cl)Cl.FC(F)(F)C(O)=O>[CH2:1]([C:5]1[N:6]([CH2:26][C:27]2[CH:39]=[CH:38][C:30]([C:31]([OH:33])=[O:32])=[CH:29][CH:28]=2)[C:7](/[CH:10]=[C:11]2\[N:12]([CH2:22][CH2:23][CH2:24][CH3:25])[C:13](=[O:21])[N:14]([CH2:17][CH2:18][CH2:19][CH3:20])[C:15]\2=[O:16])=[CH:8][N:9]=1)[CH2:2][CH2:3][CH3:4]. Procedure details: 1,1-dimethylethyl Z-4-[[2-butyl-5-[(1,3-dibutyl-2,5-dioxo-4-imidazolidinylidene)methyl]-1H-imidazol-1-yl]methyl]benzoate (0.88 g, 1.64 mmol) was disolved in methylene chloride (16 mL) and trifluoroacetic acid (16 mL). After stirring for 3 hours the reaction mixture was evaporated in vacuo. Dilute NaHCO3 was added to adjust the pH to 6 and extracted with ethyl acetate. This extract was dried over MgSO4 and then evaporated in vacuo and purified via chromatograph (eluant methanol in chloroform).